Dataset: the Open Reaction Database (ORD), a public repository of structured organic reaction records. Task: describe an organic reaction: reactants, conditions, products, and yield Reactants: C(CCC)(=O)OCC(OCC)OCC (2,2-diethoxyethyl butanoate), SCC(=O)O (mercaptoacetic acid), CC=1C=CC(=CC1)S(=O)(=O)O (p-TsOH), O (H2O). Solvent: C1(=CC=CC=C1)C (toluene). Yields the product C(CCC)(=O)OCC1OC(CS1)=O ((5-oxo-1,3-oxathiolan-2-yl)methyl butanoate). Yield: 85.0%. RXN SMILES: [C:1]([O:6][CH2:7][CH:8](OCC)OCC)(=[O:5])[CH2:2][CH2:3][CH3:4].[SH:15][CH2:16][C:17]([OH:19])=[O:18].CC1C=CC(S(O)(=O)=O)=CC=1.O>C1(C)C=CC=CC=1>[C:1]([O:6][CH2:7][CH:8]1[S:15][CH2:16][C:17](=[O:19])[O:18]1)(=[O:5])[CH2:2][CH2:3][CH3:4]. Procedure details: A well-stirred solution of 28 (6.13 g, 30 mmol), mercaptoacetic acid (4.14 g, 3.13 ml, 45 mmol) and p-TsOH. H2O (60 mg, 0.31 mmol) in dry toluene was refluxed for 2 hours. Solvent was occasionally removed with a Dean-Stark trap, and fresh dry toluene was added. After cooling to room temperature, the reaction mixture was diluted with AcOEt (50 ml) and successively washed with: concentrated NaHCO3 (2×100 ml) and brine (2×100 ml), dried, filtered and evaporated to afford 25 (5.2 g, 25.5 mmol, 85%) ...